This data is from the Open Reaction Database (ORD), a public repository of structured organic reaction records. The task is: describe an organic reaction: reactants, conditions, products, and yield Reactants: CCOCC, CS(C)=O, COc1cccc(CCCI)c1, N#C[Na]. The product is COc1cccc(CCCC#N)c1. RXN SMILES: [CH3:16][CH2:17][O:18][CH2:19][CH3:20].[CH3:21][S:22]([CH3:23])=[O:24].[CH3:4][O:5][c:6]1[cH:7][c:8]([CH2:12][CH2:13][CH2:14][I:15])[cH:9][cH:10][cH:11]1.[Na:1][C:2]#[N:3]>>[C:2](#[N:3])[CH2:14][CH2:13][CH2:12][c:8]1[cH:7][c:6]([O:5][CH3:4])[cH:11][cH:10][cH:9]1. As a reaction SMILES: [Br:9][c:10]1[n:11][cH:12][c:13]([NH2:16])[n:14][cH:15]1.[CH3:22][CH2:23][O:24][C:25]([CH3:26])=[O:27].[Cu:1]([C:2]#[N:3])[C:4]#[N:5].[Na:6][C:7]#[N:8].[O:17]=[CH:18][N:19]([CH3:20])[CH3:21].[OH2:28]>>[C:4](#[N:5])[c:10]1[n:11][cH:12][c:13]([NH2:16])[n:14][cH:15]1. The product is N#Cc1cnc(N)cn1. Reactants: Nc1cnc(Br)cn1, CCOC(C)=O, N#C[Cu]C#N, N#C[Na], CN(C)C=O, O. The reactants are C[Si](OC(=CC(=O)OC)C)(C)C (methyl 3-trimethylsilyloxybut-2-enoate), C[Si](C)(C)Cl (trimethylsilylchloride), C(C)(C)NC(C)C (diisopropylamine), C(CCC)[Li] (n-butyllithium), CN(CCN(C)C)C (tetramethylethylenediamine). Run in C1CCOC1 (THF). Conditions: time 10 minute. Yields the product COC(=CC(=C)O[Si](C)(C)C)O[Si](C)(C)C (1-Methoxy-1,3-bis-(trimethylsilyloxy)buta-1-3-diene). RXN SMILES: C(NC(C)C)(C)C.C([Li])CCC.CN(C)CCN(C)C.[CH3:21][Si:22]([CH3:32])([CH3:31])[O:23][C:24]([CH3:30])=[CH:25][C:26]([O:28][CH3:29])=[O:27].[CH3:33][Si:34](Cl)([CH3:36])[CH3:35]>C1COCC1>[CH3:29][O:28][C:26]([O:27][Si:34]([CH3:36])([CH3:35])[CH3:33])=[CH:25][C:24]([O:23][Si:22]([CH3:31])([CH3:21])[CH3:32])=[CH2:30]. Procedure details: To diisopropylamine (6.8 ml, 48 mm) in THF at 0° C. is added 30 ml of 1.6 M n-butyllithium (48 mm), then 6.5 ml tetramethylethylenediamine (TMEDA, 48 mm) cooled to -78° C. Then 7.6 g (40 mm) of methyl 3-trimethylsilyloxybut-2-enoate is added over 5 minutes at -70° C. The mixture is stirred at -75° for 10 minutes, then 8 ml (48 mm) trimethylsilylchloride is added over 5 minutes at -75° C. The solution is warmed to room temperature and concentrated in vacuo. The residue is slurried in 500 ml of n-... The reactants are CC(C)=O, CO, c1ccc2c(CNc3cc(-c4cc5nccn5c(N5CC6CC5CN6)n4)ccn3)cccc2c1, ClC(Cl)Cl, ClCCl. The product is CC(C)N1CC2CC1CN2c1nc(-c2ccnc(NCc3cccc4ccccc34)c2)cc2nccn12. RXN SMILES: [CH3:35][C:36]([CH3:37])=[O:38].[CH3:39][OH:40].[CH:1]12[N:2]([c:8]3[n:9][c:10](-[c:17]4[cH:18][c:19]([NH:23][CH2:24][c:25]5[cH:26][cH:27][cH:28][c:29]6[cH:30][cH:31][cH:32][cH:33][c:34]56)[n:20][cH:21][cH:22]4)[cH:11][c:12]4[n:13]3[cH:14][cH:15][n:16]4)[CH2:3][CH:4]([NH:5][CH2:6]1)[CH2:7]2.[CH:41]([Cl:42])([Cl:43])[Cl:44].[Cl:45][CH2:46][Cl:47]>>[CH:1]12[N:2]([c:8]3[n:9][c:10](-[c:17]4[cH:18][c:19]([NH:23][CH2:24][c:25]5[cH:26][cH:27][cH:28][c:29]6[cH:30][cH:31][cH:32][cH:33][c:34]56)[n:20][cH:21][cH:22]4)[cH:11][c:12]4[n:13]3[cH:14][cH:15][n:16]4)[CH2:3][CH:4]([N:5]([CH:36]([CH3:35])[CH3:37])[CH2:6]1)[CH2:7]2. Procedure: The title compound was prepared from 2-(4-(adamantan-1-yl)phenoxy)acetic acid (0.2 g, 0.69 mmol) and 4-(4-aminophenyl)thiomorpholine 1,1-dioxide (0.158 g, 0.69 mmol) according to the example 1, which was given 2-(4-(adamantan-1-yl)phenoxy)-N-(4-(1,1-dioxidothiomorpholino)phenyl)acetamide as a white solid (0.31 g, 89.8% yield). Starting materials: C12(CC3CC(CC(C1)C3)C2)C2=CC=C(OCC(=O)O)C=C2 (2-(4-(adamantan-1-yl)phenoxy)acetic acid), NC1=CC=C(C=C1)N1CCS(CC1)(=O)=O (4-(4-aminophenyl)thiomorpholine 1,1-dioxide). RXN SMILES: [C:1]12([C:11]3[CH:21]=[CH:20][C:14]([O:15][CH2:16][C:17]([OH:19])=O)=[CH:13][CH:12]=3)[CH2:10][CH:5]3[CH2:6][CH:7]([CH2:9][CH:3]([CH2:4]3)[CH2:2]1)[CH2:8]2.[NH2:22][C:23]1[CH:28]=[CH:27][C:26]([N:29]2[CH2:34][CH2:33][S:32](=[O:36])(=[O:35])[CH2:31][CH2:30]2)=[CH:25][CH:24]=1>>[C:1]12([C:11]3[CH:21]=[CH:20][C:14]([O:15][CH2:16][C:17]([NH:22][C:23]4[CH:28]=[CH:27][C:26]([N:29]5[CH2:30][CH2:31][S:32](=[O:36])(=[O:35])[CH2:33][CH2:34]5)=[CH:25][CH:24]=4)=[O:19])=[CH:13][CH:12]=3)[CH2:2][CH:3]3[CH2:4][CH:5]([CH2:6][CH:7]([CH2:9]3)[CH2:8]1)[CH2:10]2. Yield: 90.8%. The product is C12(CC3CC(CC(C1)C3)C2)C2=CC=C(OCC(=O)NC3=CC=C(C=C3)N3CCS(CC3)(=O)=O)C=C2 (2-(4-(adamantan-1-yl)phenoxy)-N-(4-(1,1-dioxidothiomorpholino)phenyl)acetamide). Starting materials: FC1=C(C=CC=C1)C1=CC(=CC(=C1O)[N+](=O)[O-])C#N (2′-fluoro-6-hydroxy-5-nitrobiphenyl-3-carbonitrile), C (charcoal), NN (Hydrazine). The reagents and catalysts are O.O.O.O.O.O.[Fe](Cl)(Cl)Cl (iron (III) chloride hexahydrate). Run in CO (methanol). Run at temperature 70 celsius, time 2 hour. Yields the product NC=1C=C(C=C(C1O)C1=C(C=CC=C1)F)C#N (5-Amino-2′-fluoro-6-hydroxybiphenyl-3-carbonitrile). Isolated yield 92.0%. RXN SMILES: C.[F:2][C:3]1[CH:8]=[CH:7][CH:6]=[CH:5][C:4]=1[C:9]1[C:14]([OH:15])=[C:13]([N+:16]([O-])=O)[CH:12]=[C:11]([C:19]#[N:20])[CH:10]=1.NN>CO.O.O.O.O.O.O.[Fe](Cl)(Cl)Cl>[NH2:16][C:13]1[CH:12]=[C:11]([C:19]#[N:20])[CH:10]=[C:9]([C:4]2[CH:5]=[CH:6][CH:7]=[CH:8][C:3]=2[F:2])[C:14]=1[OH:15] |f:4.5.6.7.8.9.10|. Reported procedure: To a suspension of charcoal (283 mg) in 25 ml of methanol was added iron (III) chloride hexahydrate (35 mg), and 2′-fluoro-6-hydroxy-5-nitrobiphenyl-3-carbonitrile (668 mg). The resultant green mixture was heated under nitrogen at 70° C. for 10 min. Hydrazine (403 μl) was added slowly, and the mixture was stirred for 2 h at 70° C. The mixture was then cooled to room temperature and filtered through a plug of Celite. The eluent was concentrated in vacuo to provide the title compound (543 mg, 92%)... Reactants: S(O)(O)(=O)=O (sulfuric acid), N(=O)[O-].[Na+] (sodium nitrite), [I-].[K+] (potassium iodide), FC1=C(C=C(C(=C1)C)C)N (2-fluoro-4,5-dimethyl-phenylamine). Solvent: O (water), O (water), O (water), O (water). Run at time 60 minute. Yields the product FC1=C(C=C(C(=C1)C)C)I (1-Fluoro-2-iodo-4,5-dimethyl-benzene). The yield is 69.0%. As a reaction SMILES: [F:1][C:2]1[CH:7]=[C:6]([CH3:8])[C:5]([CH3:9])=[CH:4][C:3]=1N.S(=O)(=O)(O)O.N([O-])=O.[Na+].[I-:20].[K+]>O>[F:1][C:2]1[CH:7]=[C:6]([CH3:8])[C:5]([CH3:9])=[CH:4][C:3]=1[I:20] |f:2.3,4.5|. Procedure details: To a stirred suspension of 50.8 mmol 2-fluoro-4,5-dimethyl-phenylamine-(commercial, CAS: 117832-17-4) in 70 ml water was added dropwise at 0° C. a solution of 5 ml concentrated sulfuric acid in 15 ml water. A solution of 66.0 mmol sodium nitrite in 15 ml water was then added dropwise and stirring continued at 0° C. for 60 min. A solution of 173 mmol potassium iodide in 50 ml water was then added dropwise over 30 min while maintaining the reaction temperature between 0 and 5° C. The reaction mixt... The reactants are P(O)(O)(O)=O (phosphoric acid), CS(=O)C1=NN=C2CC3=C(C=CN21)C=CC=C3 (3-methylsulfinyl-11H-s-triazolo[3,4-b][3]benzazepine). Solvent: O (water). The product is N=1NC(N2C1CC1=C(C=C2)C=CC=C1)=O (2,11-dihydro-3H-s-triazolo[3,4-b][3]benzazepin-3-one). As a reaction SMILES: P(=O)(O)(O)[OH:2].CS([C:9]1[N:18]2[C:12]([CH2:13][C:14]3[CH:22]=[CH:21][CH:20]=[CH:19][C:15]=3[CH:16]=[CH:17]2)=[N:11][N:10]=1)=O>O>[N:11]1[NH:10][C:9](=[O:2])[N:18]2[CH:17]=[CH:16][C:15]3[CH:19]=[CH:20][CH:21]=[CH:22][C:14]=3[CH2:13][C:12]=12. Reported procedure: To 3 ml of 80% phosphoric acid was added 0.245 g of 3-methylsulfinyl-11H-s-triazolo[3,4-b][3]benzazepine and the mixture was heated on an oil bath at 130°-140° C. for 1 hour. Following addition of water, the crystals were collected by filtration and dried. By the above procedure was obtained 2,11-dihydro-3H-s-triazolo[3,4-b][3]benzazepin-3-one. Recrystallization from chloroform-methanol yielded colorless needles, m.p. 210°-211° C. Reactants: BrC1=CC(=C(C=C1)O)F (4-bromo-2-fluorophenol), COC(C1=CC(=CC=C1)CBr)=O (3-bromomethylbenzoic acid methyl ester), C([O-])([O-])=O.[K+].[K+] (potassium carbonate), CN(C)C=O (DMF). The solvent is O (water). Yields the product COC(C1=CC(=CC=C1)COC1=C(C=C(C=C1)Br)F)=O (3-(4-bromo-2-fluoro-phenoxymethyl)-benzoic acid methyl ester). Reaction SMILES: [Br:1][C:2]1[CH:7]=[CH:6][C:5]([OH:8])=[C:4]([F:9])[CH:3]=1.[CH3:10][O:11][C:12](=[O:21])[C:13]1[CH:18]=[CH:17][CH:16]=[C:15]([CH2:19]Br)[CH:14]=1.C(=O)([O-])[O-].[K+].[K+].CN(C=O)C>O>[CH3:10][O:11][C:12](=[O:21])[C:13]1[CH:18]=[CH:17][CH:16]=[C:15]([CH2:19][O:8][C:5]2[CH:6]=[CH:7][C:2]([Br:1])=[CH:3][C:4]=2[F:9])[CH:14]=1 |f:2.3.4|. Procedure details: A mixture of 4-bromo-2-fluorophenol (10 g, 52.36 mmol), 3-bromomethylbenzoic acid methyl ester (10.9 g, 47.6 mmol), potassium carbonate (9.9 g, 71.4 mmol), and DMF (100 mL) was stirred at room temperature over the weekend, followed by treatment with water. The precipitate was collected by filtration and washed with water and cold MeOH to give 3-(4-bromo-2-fluoro-phenoxymethyl)-benzoic acid methyl ester. LC-MS (ES) calculated for C15H12BrFO3, 338; found m/z 338 [M+H]+. Reactants: CC(C)(C)[Si](C)(C)Cl, COC(=O)c1cc([N+](=O)[O-])ccc1O, CN(C)C=O, O, c1c[nH]cn1. Yields the product COC(=O)c1cc([N+](=O)[O-])ccc1O[Si](C)(C)C(C)(C)C. As a reaction SMILES: [C:20]([CH3:21])([CH3:22])([CH3:23])[Si:24]([CH3:25])([CH3:26])[Cl:27].[N+:1](=[O:2])([O-:3])[c:4]1[cH:5][cH:6][c:7]([OH:14])[c:8]([C:9](=[O:10])[O:11][CH3:12])[cH:13]1.[O:29]=[CH:30][N:31]([CH3:32])[CH3:33].[OH2:28].[nH:15]1[cH:16][cH:17][n:18][cH:19]1>>[N+:1](=[O:2])([O-:3])[c:4]1[cH:5][cH:6][c:7]([O:14][Si:24]([C:20]([CH3:21])([CH3:22])[CH3:23])([CH3:25])[CH3:26])[c:8]([C:9](=[O:10])[O:11][CH3:12])[cH:13]1.